Dataset: the Open Reaction Database (ORD), a public repository of structured organic reaction records. Task: describe an organic reaction: reactants, conditions, products, and yield Product: [N+](=O)([O-])C=C(NCCBr)SC (1-nitro-2-methylthio-2-(2-bromoethylamino)ethylene). Solvent: CO (methanol), CO (methanol). Procedure: (i) A solution of sodium methoxide (sodium (0.3 g, 0.013 mol) in methanol (10 ml) was added dropwise, over a period of 10 minutes to a stirred mixture of 1-nitro2-methylthio-2-methylsulphinylethylene (2 g, 0.011 mol) and 2-bromoethylamine hydrobromide (2.7 g, 0.013 mol) in methanol (25 ml), cooled to 0°. The solution was stirred at 0° for a further 15 minutes, and then it was allowed to attain room temperature. After 1 hour, the solvent was removed in vacuo, and the semi-solid residue was extrac... RXN SMILES: C[O-].[Na+].[Na].[N+:5]([CH:8]=[C:9](SC)[S:10]([CH3:12])=O)([O-:7])=[O:6].Br.[Br:16][CH2:17][CH2:18][NH2:19]>CO>[N+:5]([CH:8]=[C:9]([S:10][CH3:12])[NH:19][CH2:18][CH2:17][Br:16])([O-:7])=[O:6] |f:0.1,4.5,^1:3|. The reactants are C[O-].[Na+] (sodium methoxide), [Na] (sodium), [N+](=O)([O-])C=C(S(=O)C)SC (1-nitro2-methylthio-2-methylsulphinylethylene), Br.BrCCN (2-bromoethylamine hydrobromide). Conditions: time 15 minute. The yield is 6975.4%. Reactants: CC1(C=2C=CC(=CC2C(CC1)(C)C)C(=CC(=O)O)C)C (3-(5,6,7,8-tetrahydro-5,5,8,8-tetramethyl-2-naphthyl)-2-butenoic acid), acid chloride, S(=O)(Cl)Cl (thionyl chloride). As a reaction SMILES: [CH3:1][C:2]1([CH3:20])[CH2:11][CH2:10][C:9]([CH3:13])([CH3:12])[C:8]2[CH:7]=[C:6]([C:14]([CH3:19])=[CH:15][C:16](O)=[O:17])[CH:5]=[CH:4][C:3]1=2.S(Cl)([Cl:23])=O>>[CH3:1][C:2]1([CH3:20])[CH2:11][CH2:10][C:9]([CH3:13])([CH3:12])[C:8]2[CH:7]=[C:6]([C:14]([CH3:19])=[CH:15][C:16]([Cl:23])=[O:17])[CH:5]=[CH:4][C:3]1=2. Yields the product CC1(C=2C=CC(=CC2C(CC1)(C)C)C(=CC(=O)Cl)C)C (3-(5,6,7,8-Tetrahydro-5,5,8,8-tetramethyl-2-naphthyl)-2-butenoyl chloride). Procedure: In a similar manner to that of Example 1(c), by reaction of 2.7 g (10 mmol) of 3-(5,6,7,8-tetrahydro-5,5,8,8-tetramethyl-2-naphthyl)-2-butenoic acid with 800 μl of thionyl chloride, 2.9 g (100%) of the expected acid chloride are obtained, which product will be used subsequently in the synthesis without further purification. The reactants are FC(C(=O)O)(F)F (trifluoroacetic acid), N-(8-oxo-4oxa-1,7-diaza-tricyclo-[9.6.1.012,17]-octa-deca-11(18),12,14,16-tetraen-9S-yl)-3(R)-(3-phenyl-1H-pyrrol-1-yl)succinamic acid benzyl ester, C(C1=CC=CC=C1)OC(C[C@H](C(=O)N[C@@H](C(C)(C)C)C(NC)=O)N)=O (3(R)-amino-N-(2,2-dimethyl-1(S)-(methylcarbamoyl)propyl)succinamic acid benzyl ester), C1(=CC=C(C=C1)C1C(OC(C1)OC)OC)C1=CC=CC=C1 (3-biphenyl-4-yl-2,5-dimethoxy-tetrahydrofuran). The solvent is ClCCCl (1,2-dichloroethane). The product is C(C1=CC=CC=C1)OC(C[C@H](C(=O)N[C@@H](C(C)(C)C)C(NC)=O)N1C=C(C=C1)C1=CC=C(C=C1)C1=CC=CC=C1)=O (3(R)-[3-(biphenyl-4-yl)-1H-pyrrol-1-yl]-N-[2,2-dimethyl-1(S)-(methylcarbamoyl)propyl]succinamic acid benzyl ester). Isolated yield 35.0%. RXN SMILES: [CH2:1]([O:8][C:9](=[O:25])[CH2:10][C@@H:11]([NH2:24])[C:12]([NH:14][C@H:15]([C:20](=[O:23])[NH:21][CH3:22])[C:16]([CH3:19])([CH3:18])[CH3:17])=[O:13])[C:2]1[CH:7]=[CH:6][CH:5]=[CH:4][CH:3]=1.[C:26]1([C:41]2[CH:46]=[CH:45][CH:44]=[CH:43][CH:42]=2)[CH:31]=[CH:30][C:29]([CH:32]2[CH2:36][CH:35](OC)O[CH:33]2OC)=[CH:28][CH:27]=1.FC(F)(F)C(O)=O>ClCCCl>[CH2:1]([O:8][C:9](=[O:25])[CH2:10][C@@H:11]([N:24]1[CH:35]=[CH:36][C:32]([C:29]2[CH:30]=[CH:31][C:26]([C:41]3[CH:46]=[CH:45][CH:44]=[CH:43][CH:42]=3)=[CH:27][CH:28]=2)=[CH:33]1)[C:12]([NH:14][C@H:15]([C:20](=[O:23])[NH:21][CH3:22])[C:16]([CH3:18])([CH3:19])[CH3:17])=[O:13])[C:2]1[CH:3]=[CH:4][CH:5]=[CH:6][CH:7]=1. Procedure details: According to the procedure described in Example 1(c) for the preparation of N-(8-oxo-4oxa-1,7-diaza-tricyclo-[9.6.1.012,17]-octa-deca-11(18),12,14,16-tetraen-9S-yl)-3(R)-(3-phenyl-1H-pyrrol-1-yl)succinamic acid benzyl ester, 3(R)-amino-N-(2,2-dimethyl-1(S)-(methylcarbamoyl)propyl)succinamic acid benzyl ester (prepared as described in Example 1(b))was condensed with 3-biphenyl-4-yl-2,5-dimethoxy-tetrahydrofuran (prepared as described in Example 1(a)) in 1,2-dichloroethane with trifluoroacetic aci... Starting materials: ClC=1C2=C(N=CN1)SC1=C2CN(CC1)C(=O)OC(C)(C)C (tert-Butyl 4-chloro-7,8-dihydropyrido[3′,4′:4,5]thieno[2,3-d]pyrimidine-6(5H)-carboxylate), ClC=1C=C(N)C=CC1Cl (3,4-dichloroaniline). Yields the product ClC=1C=C(C=CC1Cl)NC=1C2=C(N=CN1)SC1=C2CNCC1 (N-(3,4-Dichlorophenyl)-5,6,7,8-tetrahydropyrido[3′,4′:4,5]thieno[2,3-d]pyrimidin-4-amine). Reaction SMILES: Cl[C:2]1[C:3]2[C:10]3[CH2:11][N:12](C(OC(C)(C)C)=O)[CH2:13][CH2:14][C:9]=3[S:8][C:4]=2[N:5]=[CH:6][N:7]=1.[Cl:22][C:23]1[CH:24]=[C:25]([CH:27]=[CH:28][C:29]=1[Cl:30])[NH2:26]>>[Cl:22][C:23]1[CH:24]=[C:25]([NH:26][C:2]2[C:3]3[C:10]4[CH2:11][NH:12][CH2:13][CH2:14][C:9]=4[S:8][C:4]=3[N:5]=[CH:6][N:7]=2)[CH:27]=[CH:28][C:29]=1[Cl:30]. Procedure details: The title compound was prepared in analogy to Example 12A from tert-butyl 4-chloro-7,8-dihydropyrido[3′,4′:4,5]thieno[2,3-d]pyrimidine-6(5H)-carboxylate from Example 75A (122 mg, 0.37 mmol) and 3,4-dichloroaniline (64 mg, 0.39 mmol) to yield 127 mg (91%). Reactants: Cl.ClC1=CC=C(C=C1)C#CCCCCCCCCCCCNC1=CC=C(C(=O)Cl)C=C1 (4-[13-(4-chlorophenyl)tridec-12-ynylamino]benzoyl chloride hydrochloride), CS(=O)(=O)N (methanesulfonamide). The solvent is N1=CC=CC=C1 (pyridine). Yields the product ClC1=CC=C(C=C1)C#CCCCCCCCCCCCNC1=CC=C(C(=O)NS(=O)(=O)C)C=C1 (N-{4-[13-(4-chlorophenyl)tridec-12-ynylamino]benzoyl}methanesulfonamide). Reaction SMILES: Cl.[Cl:2][C:3]1[CH:8]=[CH:7][C:6]([C:9]#[C:10][CH2:11][CH2:12][CH2:13][CH2:14][CH2:15][CH2:16][CH2:17][CH2:18][CH2:19][CH2:20][CH2:21][NH:22][C:23]2[CH:31]=[CH:30][C:26]([C:27](Cl)=[O:28])=[CH:25][CH:24]=2)=[CH:5][CH:4]=1.[CH3:32][S:33]([NH2:36])(=[O:35])=[O:34]>N1C=CC=CC=1>[Cl:2][C:3]1[CH:8]=[CH:7][C:6]([C:9]#[C:10][CH2:11][CH2:12][CH2:13][CH2:14][CH2:15][CH2:16][CH2:17][CH2:18][CH2:19][CH2:20][CH2:21][NH:22][C:23]2[CH:31]=[CH:30][C:26]([C:27]([NH:36][S:33]([CH3:32])(=[O:35])=[O:34])=[O:28])=[CH:25][CH:24]=2)=[CH:5][CH:4]=1 |f:0.1|. Procedure details: A solution of 25.2 g. of 4-[13-(4-chlorophenyl)tridec-12-ynylamino]benzoyl chloride hydrochloride and 5.6 g. of methanesulfonamide in 250 ml. of pyridine is stirred under reflux for 2 hours and then concentrated in vacuo. The residue is partitioned between water and diethyl ether; the aqueous layer acidified with 1 N HCl, and the organic layer separated, dried and evaporated. Crystallization of the residual white solid from 60% aqueous acetic acid and then from methylene chloride-hexane affords ... The reactants are CS(C)=O, FC(F)(F)c1ccc(Cl)nc1, [K+], [OH-], Oc1ccc(O)cc1. Product: Oc1ccc(Oc2ccc(C(F)(F)F)cn2)cc1. RXN SMILES: [CH3:22][S:23](=[O:24])[CH3:25].[Cl:9][c:10]1[n:11][cH:12][c:13]([C:16]([F:17])([F:18])[F:19])[cH:14][cH:15]1.[K+:21].[OH-:20].[OH:1][c:2]1[cH:3][cH:4][c:5]([OH:6])[cH:7][cH:8]1>>[O:1]([c:2]1[cH:3][cH:4][c:5]([OH:6])[cH:7][cH:8]1)[c:10]1[n:11][cH:12][c:13]([C:16]([F:17])([F:18])[F:19])[cH:14][cH:15]1. Reactants: ClC=1C=C(C=CC1OC(C)C)C1=NC(=NO1)C=1C=CC=C2C(=CN(C12)C)CC=O ([7-(5-{3-chloro-4-[(1-methylethyl)oxy]phenyl}-1,2,4-oxadiazol-3-yl)-1-methyl-1H-indol-3-yl]acetaldehyde), N1CCC(CC1)C(=O)OCC (ethyl 4-piperidinecarboxylate), C(C)(=O)O (acetic acid), C(C)(=O)O[BH-](OC(C)=O)OC(C)=O.[Na+] (sodium triacetoxyborohydride). The solvent is C(Cl)Cl (DCM). Reaction conditions: temperature 20 celsius, time 3 hour. The product is crude product, ClC=1C=C(C=CC1OC(C)C)C1=NC(=NO1)C=1C=CC=C2C(=CN(C12)C)CCN1CCC(CC1)C(=O)OCC (ethyl 1-{2-[7-(5-{3-chloro-4-[(1-methylethyl)oxy]phenyl}-1,2,4-oxadiazol-3-yl)-1-methyl-1H-indol-3-yl]ethyl}-4-piperidinecarboxylate). The yield is 89.3%. RXN SMILES: [Cl:1][C:2]1[CH:3]=[C:4]([C:12]2[O:16][N:15]=[C:14]([C:17]3[CH:18]=[CH:19][CH:20]=[C:21]4[C:25]=3[N:24]([CH3:26])[CH:23]=[C:22]4[CH2:27][CH:28]=O)[N:13]=2)[CH:5]=[CH:6][C:7]=1[O:8][CH:9]([CH3:11])[CH3:10].[NH:30]1[CH2:35][CH2:34][CH:33]([C:36]([O:38][CH2:39][CH3:40])=[O:37])[CH2:32][CH2:31]1.C(O)(=O)C.C(O[BH-](OC(=O)C)OC(=O)C)(=O)C.[Na+]>C(Cl)Cl>[Cl:1][C:2]1[CH:3]=[C:4]([C:12]2[O:16][N:15]=[C:14]([C:17]3[CH:18]=[CH:19][CH:20]=[C:21]4[C:25]=3[N:24]([CH3:26])[CH:23]=[C:22]4[CH2:27][CH2:28][N:30]3[CH2:35][CH2:34][CH:33]([C:36]([O:38][CH2:39][CH3:40])=[O:37])[CH2:32][CH2:31]3)[N:13]=2)[CH:5]=[CH:6][C:7]=1[O:8][CH:9]([CH3:10])[CH3:11] |f:3.4|. Reported procedure: To a stirred solution of [7-(5-{3-chloro-4-[(1-methylethyl)oxy]phenyl}-1,2,4-oxadiazol-3-yl)-1-methyl-1H-indol-3-yl]acetaldehyde (D88) (50 mg), ethyl 4-piperidinecarboxylate (38 mg) and acetic acid (0.1 mL) in DCM (10 mL) was added sodium triacetoxyborohydride (52 mg). The reaction was stirred at 20° C. for 3 h. The mixture was quenched with water, partitioned between DCM (25 mL) and water (25 mL). The organic phase was washed with brine, dried over sodium sulphate and evaporated to afford the c...